Dataset: the Open Reaction Database (ORD), a public repository of structured organic reaction records. Task: describe an organic reaction: reactants, conditions, products, and yield The reactants are C(C)OC(CC1CCC(CC1)C1=CC=CC=C1)=O ((4-phenylcyclohexyl)-acetic acid ethyl ester), [Al+3].[Cl-].[Cl-].[Cl-] (AlCl3), water ice, BrCC(=O)Br (bromoacetyl bromide). The solvent is C(Cl)Cl (DCM). Conditions: temperature -1.8 celsius, time 10 minute. The product is C(C)OC(CC1CCC(CC1)C1=CC=C(C=C1)C(CBr)=O)=O ({4-[4-(2-Bromoacetyl)-phenyl]-cyclohexyl}-acetic acid ethyl ester). The yield is 85.8%. As a reaction SMILES: [CH2:1]([O:3][C:4](=[O:18])[CH2:5][CH:6]1[CH2:11][CH2:10][CH:9]([C:12]2[CH:17]=[CH:16][CH:15]=[CH:14][CH:13]=2)[CH2:8][CH2:7]1)[CH3:2].[Al+3].[Cl-].[Cl-].[Cl-].[Br:23][CH2:24][C:25](Br)=[O:26]>C(Cl)Cl>[CH2:1]([O:3][C:4](=[O:18])[CH2:5][CH:6]1[CH2:7][CH2:8][CH:9]([C:12]2[CH:17]=[CH:16][C:15]([C:25](=[O:26])[CH2:24][Br:23])=[CH:14][CH:13]=2)[CH2:10][CH2:11]1)[CH3:2] |f:1.2.3.4|. Reported procedure: To a solution of (4-phenylcyclohexyl)-acetic acid ethyl ester (10.0 g, 40.6 mmol) (patent WO2004 047755) in DCM (100 mL) at 0° C. is added AlCl3 (9.94 g, 74 mmol) portionwise. After it is stirred at −1.8° C. for 10 min, bromoacetyl bromide (3.59 mL, 40.6 mmol) is added dropwise over 2 min. The reaction mixture is allowed to stir at −1.8° C. for 2 h. It is then poured slowly to water/ice mixture (200 mL) and stirred for 30 min. The mixture is extracted with DCM (2×50 mL). The organic phase is sep... Starting materials: BrC(C(=O)OC)C1=CC=C(C=C1)OCCCOC1=CC=C(C=C1)Cl (methyl bromo{p-[3-(p-chlorophenoxy)propoxy]phenyl}acetate), C(C)(C)(C)C=1C=C(C=CC1)O (m-tert.-butylphenol), C1=CC=CC=C1 (benzene), C[O-].[Na+] (sodium methoxide). Reagents/catalysts: [I-].[K+] (potassium iodide). Solvent: CO (methanol). The product is COC(C(C1=CC=C(C=C1)OCCCOC1=CC=C(C=C1)Cl)OC1=CC(=CC=C1)C(C)(C)C)=O (Methyl(m-tert.-butylphenoxy){p-[3-(p-chlorophenoxy)propoxy]phenyl}acetate). Isolated yield 48.9%. Reaction SMILES: Br[CH:2]([C:7]1[CH:12]=[CH:11][C:10]([O:13][CH2:14][CH2:15][CH2:16][O:17][C:18]2[CH:23]=[CH:22][C:21]([Cl:24])=[CH:20][CH:19]=2)=[CH:9][CH:8]=1)[C:3]([O:5][CH3:6])=[O:4].[C:25]([C:29]1[CH:30]=[C:31]([OH:35])[CH:32]=[CH:33][CH:34]=1)([CH3:28])([CH3:27])[CH3:26].C1C=CC=CC=1.C[O-].[Na+]>[I-].[K+].CO>[CH3:6][O:5][C:3](=[O:4])[CH:2]([O:35][C:31]1[CH:32]=[CH:33][CH:34]=[C:29]([C:25]([CH3:28])([CH3:27])[CH3:26])[CH:30]=1)[C:7]1[CH:12]=[CH:11][C:10]([O:13][CH2:14][CH2:15][CH2:16][O:17][C:18]2[CH:23]=[CH:22][C:21]([Cl:24])=[CH:20][CH:19]=2)=[CH:9][CH:8]=1 |f:3.4,5.6|. Procedure details: To a mixture of 8.27 g of methyl bromo{p-[3-(p-chlorophenoxy)propoxy]phenyl}acetate, 3.75 g of m-tert.-butylphenol, 10 ml of benzene and 40 ml of methanol is added 1.19 g of sodium methoxide and 50 mg of potassium iodide. The mixture is refluxed for 24 hours and the solvent removed under reduced pressure. To the residue is added acetone and hexane and the mixture is filtered. The filtrate is dried (MgSO4) and concentrated under reduced pressure to give an oil. The oil is chromatographed over sil... The reactants are C(=O)(O)CN1C(SCC1=O)=S (3-carboxymethylrhodanine), CC(C=O)(C)C (2,2-dimethylpropanal), Cl (hydrochloric acid), C(=O)([O-])[O-].[K+].[K+] (K2CO3). The solvent is CN(C)C=O (DMF), O (water). Reaction conditions: temperature 60 celsius, time 30 minute. Product: C(=O)(O)CN1C(SC(C1=O)=CC(C)(C)C)=S (3-carboxymethyl-5-(2,2-dimethylpropylidene)rhodanine), needle. Yield: 63.0%. RXN SMILES: [C:1]([CH2:4][N:5]1[C:9](=[O:10])[CH2:8][S:7][C:6]1=[S:11])([OH:3])=[O:2].C([O-])([O-])=O.[K+].[K+].[CH3:18][C:19]([CH3:23])([CH3:22])[CH:20]=O.Cl>O.CN(C=O)C>[C:1]([CH2:4][N:5]1[C:9](=[O:10])[C:8](=[CH:18][C:19]([CH3:23])([CH3:22])[CH3:20])[S:7][C:6]1=[S:11])([OH:3])=[O:2] |f:1.2.3|. Procedure details: Into 20 ml of dry DMF was dissolved 1.5 g (0.008 mole) of 3-carboxymethylrhodanine. To the solution was added 2.2 g (0.016 mole) of K2CO3 at a room temperature, and further 1 g (0.012 mole) of 2,2-dimethylpropanal was added dropwise at 60° C. After agitating at 60° C. for 30 minutes, the reaction mixture was poured into water. The resultant was adjusted to pH 4 with a dilute hydrochloric acid and then extracted with ethyl acetate. The extract was purified through a silica gel column and recrysta... The reactants are ClC1=NC=NC(=C1)Cl (4,6-dichloropyrimidine), FC(CO)(F)F (2,2,2-trifluoroethanol), O (water). Solvent: CN(C=O)C (dimethyl formamide). Conditions: time 60 hour. Product: ClC1=NC=NC(=C1)OCC(F)(F)F (4-chloro-6-(2,2,2-trifluoroethoxy)-pyrimidine). Reaction SMILES: [Cl:1][C:2]1[CH:7]=[C:6](Cl)[N:5]=[CH:4][N:3]=1.[F:9][C:10]([F:14])([F:13])[CH2:11][OH:12].O>CN(C)C=O>[Cl:1][C:2]1[CH:7]=[C:6]([O:12][CH2:11][C:10]([F:14])([F:13])[F:9])[N:5]=[CH:4][N:3]=1. Procedure details: 4,6-dichloropyrimidine (20 g) potassium carbonate (37 g) and 2,2,2-trifluoroethanol (10.3 cm3) were stirred together at ambient temperature in dry dimethyl formamide (DMF) (130 cm3) for seven hours. The mixture was stored at ambient temperature for 60 hours before being poured into water. The product was extracted with diethyl ether and the organic layer was washed with saturated brine and dried over magnesium sulfate. Evaporation under reduced pressure afforded 4-chloro-6-(2,2,2-trifluoroethoxy... Solvent: CO (methanol). Product: CC(CCC)C1(C(NC(NC1=O)=O)=O)CC=O (5-(1-Methylbutyl)-5-formylmethyl Barbituric Acid). Starting materials: CCCC(C)C1(C(=O)NC(=O)[N-]C1=O)CC=C.[Na+] (sodium secobarbital), O=[O+][O-] (ozone). As a reaction SMILES: [CH3:1][CH2:2][CH2:3][CH:4]([C:6]1([CH2:15][CH:16]=C)[C:13](=[O:14])[N-:12][C:10](=[O:11])[NH:9][C:7]1=[O:8])[CH3:5].[Na+].[O:19]=[O+][O-]>CO>[CH3:5][CH:4]([C:6]1([CH2:15][CH:16]=[O:19])[C:7](=[O:8])[NH:9][C:10](=[O:11])[NH:12][C:13]1=[O:14])[CH2:3][CH2:2][CH3:1] |f:0.1|. Procedure details: To a solution of sodium secobarbital (5.30 g, 22.2 mmol) in methanol was passed a stream of ozone until the solution turned a blue color. After excess ozone was removed by passing nitrogen through the reaction dimethyl sulfide (14 mL) was added. The reaction was stirred at room temperature overnight before solvents were removed on a rotovap. The aldehyde was then purified on silica prep plates using ethyl acetate:hexanes (1:1). Reaction conditions: time 8 hour.